Dataset: the Open Reaction Database (ORD), a public repository of structured organic reaction records. Task: describe an organic reaction: reactants, conditions, products, and yield Starting materials: CCn1c(=O)n(-c2ccc(O)cc2)c2ncc(C)cc21, Cn1c(S(C)(=O)=O)nc2cccnc21, [H-], [Na+], CN(C)C=O. Yields the product CCn1c(=O)n(-c2ccc(Oc3nc4cccnc4n3C)cc2)c2ncc(C)cc21. As a reaction SMILES: [CH2:15]([CH3:16])[n:17]1[c:18](=[O:34])[n:19](-[c:27]2[cH:28][cH:29][c:30]([OH:33])[cH:31][cH:32]2)[c:20]2[n:21][cH:22][c:23]([CH3:26])[cH:24][c:25]12.[CH3:1][n:2]1[c:3]([S:11]([CH3:12])(=[O:13])=[O:14])[n:4][c:5]2[c:6]1[n:7][cH:8][cH:9][cH:10]2.[H-:36].[Na+:35].[O:37]=[CH:38][N:39]([CH3:40])[CH3:41]>>[CH3:1][n:2]1[c:3]([O:33][c:30]2[cH:29][cH:28][c:27](-[n:19]3[c:18](=[O:34])[n:17]([CH2:15][CH3:16])[c:25]4[c:20]3[n:21][cH:22][c:23]([CH3:26])[cH:24]4)[cH:32][cH:31]2)[n:4][c:5]2[c:6]1[n:7][cH:8][cH:9][cH:10]2. The reactants are BrCCCCCCCC (1-bromooctane), [OH-].[Na+] (sodium hydroxide), ethers. The reagents and catalysts are quaternary ammonium salt. Product: C(CCCCCCC)OCCCCCCCC (di-n-octyl ether). Yield: 75.0%. Reaction SMILES: Br[CH2:2][CH2:3][CH2:4][CH2:5][CH2:6][CH2:7][CH2:8][CH3:9].[OH-:10].[Na+]>>[CH2:2]([O:10][CH2:2][CH2:3][CH2:4][CH2:5][CH2:6][CH2:7][CH2:8][CH3:9])[CH2:3][CH2:4][CH2:5][CH2:6][CH2:7][CH2:8][CH3:9] |f:1.2|. Procedure: The use of quaternary salt catalysts in the production of symmetrical ethers is also known. A. W. Herriott and D. Picker (Tet. Lett. 44, p. 4,521 (1972)) teach that the reaction of 1-bromooctane with 2N sodium hydroxide in the presence of a quaternary ammonium salt catalyst produces di-n-octyl ether in 75% yield. R. D. Gordon (U.S. Pat. No. 3,824,295) also teaches that the reaction of an alkyl halide, sulfate or sulfonate with aqueous caustic in the presence of a quaternary salt catalyst produce...